The task is: describe an organic reaction: reactants, conditions, products, and yield. This data is from the Open Reaction Database (ORD), a public repository of structured organic reaction records. Starting materials: ClC1=CC=C(C=C1)C#CCCCCCCCCCCCNC1=CC=C(C(=O)O)C=C1 (4-[13-(4-chlorophenyl)tridec-12-ynylamino]benzoic acid), 4A, C(C(O)C)(=O)O (lactic acid), C=1(C(=CC=CC1)S(=O)(=O)O)C (toluene sulfonic acid). Run in C1(=CC=CC=C1)C (toluene). Yields the product ClC1=CC=C(C=C1)C#CCCCCCCCCCCCNC1=CC=C(C(=O)OC(C)C(=O)O)C=C1 (1-carboxyethyl 4-[13-(4-chlorophenyl)tridec-12-ynylamino]benzoate). As a reaction SMILES: [Cl:1][C:2]1[CH:7]=[CH:6][C:5]([C:8]#[C:9][CH2:10][CH2:11][CH2:12][CH2:13][CH2:14][CH2:15][CH2:16][CH2:17][CH2:18][CH2:19][CH2:20][NH:21][C:22]2[CH:30]=[CH:29][C:25]([C:26]([OH:28])=[O:27])=[CH:24][CH:23]=2)=[CH:4][CH:3]=1.[C:31]([OH:36])(=[O:35])[CH:32]([CH3:34])O.C1(C)C(S(O)(=O)=O)=CC=CC=1>C1(C)C=CC=CC=1>[Cl:1][C:2]1[CH:7]=[CH:6][C:5]([C:8]#[C:9][CH2:10][CH2:11][CH2:12][CH2:13][CH2:14][CH2:15][CH2:16][CH2:17][CH2:18][CH2:19][CH2:20][NH:21][C:22]2[CH:23]=[CH:24][C:25]([C:26]([O:28][CH:32]([C:31]([OH:36])=[O:35])[CH3:34])=[O:27])=[CH:29][CH:30]=2)=[CH:4][CH:3]=1. Procedure details: A flask containing 10.0 g. 4-[13-(4-chlorophenyl)tridec-12-ynylamino]benzoic acid, 3.3 g. lactic acid, 500 mg. toluene sulfonic acid and 500 ml. toluene is equipped with a Soxhlet extractor charged with activated 4A Linde molecular sieves. The solution is refluxed for 24 hours during which time the Soxhlet extractor is charged twice more with fresh sieves. The hot solution is filtered and left to cool, whereupon 1-carboxyethyl 4-[13-(4-chlorophenyl)tridec-12-ynylamino]-benzoate separates as off-... Reactants: ClC1=NC(=C(C=C1C(=O)Cl)C1=CC=C(C=C1)Cl)C1=C(C=C(C=C1)Cl)Cl (2-(Chloro)-6-(2,4-dichlorophenyl)-5-(4-chlorophenyl)pyridine-3-carbonyl chloride), NN1CCCCC1 (1-aminopiperidine), TEA. The solvent is C(Cl)Cl (methylene chloride), C(Cl)Cl (methylene chloride). Reaction conditions: time 16 hour. Yields the product N1(CCCCC1)NC(=O)C=1C(=NC(=C(C1)C1=CC=C(C=C1)Cl)C1=C(C=C(C=C1)Cl)Cl)Cl (N-(piperidin-1-yl)-2-(chloro)-6-(2,4-dichlorophenyl)-5-(4-chlorophenyl)pyridine-3-carboxamide). Reaction SMILES: [Cl:1][C:2]1[C:7]([C:8](Cl)=[O:9])=[CH:6][C:5]([C:11]2[CH:16]=[CH:15][C:14]([Cl:17])=[CH:13][CH:12]=2)=[C:4]([C:18]2[CH:23]=[CH:22][C:21]([Cl:24])=[CH:20][C:19]=2[Cl:25])[N:3]=1.[NH2:26][N:27]1[CH2:32][CH2:31][CH2:30][CH2:29][CH2:28]1>C(Cl)Cl>[N:27]1([NH:26][C:8]([C:7]2[C:2]([Cl:1])=[N:3][C:4]([C:18]3[CH:23]=[CH:22][C:21]([Cl:24])=[CH:20][C:19]=3[Cl:25])=[C:5]([C:11]3[CH:12]=[CH:13][C:14]([Cl:17])=[CH:15][CH:16]=3)[CH:6]=2)=[O:9])[CH2:32][CH2:31][CH2:30][CH2:29][CH2:28]1. Procedure details: To a portion of the methylene chloride (1 mL) solution of 2-(chloro)-6-(2,4-dichlorophenyl)-5-(4-chlorophenyl)pyridine-3-carbonyl chloride (0.068 mmol) from Step B was added a solution of 1-aminopiperidine (0.010 mL, 0.088 mmol) and TEA (0.014 mL, 0.10 mmol) in methylene chloride (1 mL). The reaction was stirred at rt for 16 h and was then evaporated. The residue was purified by preparative TLC (40% ethyl acetate in hexanes) to yield N-(piperidin-1-yl)-2-(chloro)-6-(2,4-dichlorophenyl)-5-(4-chlo... The reactants are N#CC1(c2cccc(C(=O)O)c2)CCCCC1, CN(C)C=O, CN1CCCC1=O, O=C(Cl)C(=O)Cl, Nc1cccc(Oc2ccc3nc(NC(=O)C4CC4)cn3n2)c1, C1CCOC1. Product: N#CC1(c2cccc(C(=O)Nc3cccc(Oc4ccc5nc(NC(=O)C6CC6)cn5n4)c3)c2)CCCCC1. RXN SMILES: [C:1](#[N:2])[C:3]1([c:9]2[cH:10][c:11]([C:12](=[O:13])[OH:14])[cH:15][cH:16][cH:17]2)[CH2:4][CH2:5][CH2:6][CH2:7][CH2:8]1.[CH3:24][N:25]([CH3:26])[CH:27]=[O:28].[CH3:52][N:53]1[CH2:54][CH2:55][CH2:56][C:57]1=[O:58].[Cl:18][C:19]([C:20]([Cl:21])=[O:22])=[O:23].[NH2:29][c:30]1[cH:31][c:32]([O:33][c:34]2[cH:35][cH:36][c:37]3[n:38]([n:39]2)[cH:40][c:41]([NH:43][C:44](=[O:45])[CH:46]2[CH2:47][CH2:48]2)[n:42]3)[cH:49][cH:50][cH:51]1.[O:59]1[CH2:60][CH2:61][CH2:62][CH2:63]1>>[C:1](#[N:2])[C:3]1([c:9]2[cH:10][c:11]([C:12](=[O:14])[NH:29][c:30]3[cH:31][c:32]([O:33][c:34]4[cH:35][cH:36][c:37]5[n:38]([n:39]4)[cH:40][c:41]([NH:43][C:44](=[O:45])[CH:46]4[CH2:47][CH2:48]4)[n:42]5)[cH:49][cH:50][cH:51]3)[cH:15][cH:16][cH:17]2)[CH2:4][CH2:5][CH2:6][CH2:7][CH2:8]1. Starting materials: C(C)(C)(C)OC(=O)NC(C(=O)O)(CCCO)C (2-(t-Butyloxycarbonyl)amino-2-methyl-5-hydroxypentanoic acid), C(CCl)Cl (EDC). Run in CN(C)C=O (DMF). Conditions: time 18 hour. Yields the product C(C)(C)(C)OC(=O)NC1(C(OCCC1)=O)C (3-(t-Butoxycarbonyl)amino-3-methyl-tetrahydropyran-2-one). The yield is 31.3%. As a reaction SMILES: [C:1]([O:5][C:6]([NH:8][C:9]([CH3:17])([CH2:13][CH2:14][CH2:15][OH:16])[C:10](O)=[O:11])=[O:7])([CH3:4])([CH3:3])[CH3:2].C(Cl)CCl>CN(C=O)C>[C:1]([O:5][C:6]([NH:8][C:9]1([CH3:17])[CH2:13][CH2:14][CH2:15][O:16][C:10]1=[O:11])=[O:7])([CH3:4])([CH3:3])[CH3:2]. Procedure details: 2-(t-Butyloxycarbonyl)amino-2-methyl-5-hydroxypentanoic acid (3.0 g, 0.012 mol) and EDC (2.56 g, 0.013 mol) were dissolved in DMF (20 mL) and stirred at ambient temperature for 18 h. The reaction mixture was concentrated to dryness, and the residue was partitioned between EtOAc (30 mL)-H2O (30 mL), the organic layer separated, washed with brine and dried (Na2SO4). Filtration, concentration, and chromatography (SiO2, EtOAc: hexane, 1:3) gave 0.86 g (31%) of the title compound. 1H NMR (CDCl3) δ 5.... Reactants: C(C)(C)(C)OC(=O)N1CC(C1)C(I)C1=CC=C(C=C1)Cl (3-[(4-Chloro-phenyl)-iodo-methyl]-azetidine-1-carboxylic acid tert-butyl ester), [BH4-].[Na+] (sodium borohydride). The solvent is CS(=O)C (dimethylsulphoxide). Run at time 20 hour. Yields the product C(C)(C)(C)OC(=O)N1CC(C1)CC1=CC=C(C=C1)Cl (3-(4-Chloro-benzyl)-azetidine-1-carboxylic acid tert-butyl ester). Reaction SMILES: [C:1]([O:5][C:6]([N:8]1[CH2:11][CH:10]([CH:12]([C:14]2[CH:19]=[CH:18][C:17]([Cl:20])=[CH:16][CH:15]=2)I)[CH2:9]1)=[O:7])([CH3:4])([CH3:3])[CH3:2].[BH4-].[Na+]>CS(C)=O>[C:1]([O:5][C:6]([N:8]1[CH2:11][CH:10]([CH2:12][C:14]2[CH:19]=[CH:18][C:17]([Cl:20])=[CH:16][CH:15]=2)[CH2:9]1)=[O:7])([CH3:4])([CH3:2])[CH3:3] |f:1.2|. Procedure: A solution of 3-[(4-Chloro-phenyl)-iodo-methyl]-azetidine-1-carboxylic acid tert-butyl ester (58 g, 140 mmol) in dimethylsulphoxide (450 ml) is treated with sodium borohydride with cooling. The reaction mixture was stirred at room temperature for 20 hours, then quenched by the slow addition of water (1000 ml). The aqueous mixture is extracted into ethylacetate, and the ethylacetate phase washed with saturated brine, dried over magnesium sulphate and evaporated. The crude product is purified by f... The reactants are FC=1C=C2C=NC(=NC2=CC1)N1CC2CNCC2C1 (6-Fluoro-2-(hexahydropyrrolo[3,4-c]pyrrol-2(1H)-yl)quinazoline), FC=1C(=C(C(=O)O)C=CC1)N1N=CC=N1 (3-fluoro-2-(2H-1,2,3-triazol-2-yl)benzoic acid). Yields the product FC=1C(=C(C=CC1)C(=O)N1CC2CN(CC2C1)C1=NC2=CC=C(C=C2C=N1)F)N1N=CC=N1 ((3-Fluoro-2-(2H-1,2,3-triazol-2-yl)phenyl)(5-(6-fluoroquinazolin-2-yl)hexahydropyrrolo[3,4-c]pyrrol-2(1H)-yl)methanone). As a reaction SMILES: [F:1][C:2]1[CH:3]=[C:4]2[C:9](=[CH:10][CH:11]=1)[N:8]=[C:7]([N:12]1[CH2:19][CH:18]3[CH:14]([CH2:15][NH:16][CH2:17]3)[CH2:13]1)[N:6]=[CH:5]2.[F:20][C:21]1[C:22]([N:30]2[N:34]=[CH:33][CH:32]=[N:31]2)=[C:23]([CH:27]=[CH:28][CH:29]=1)[C:24](O)=[O:25]>>[F:20][C:21]1[C:22]([N:30]2[N:34]=[CH:33][CH:32]=[N:31]2)=[C:23]([C:24]([N:16]2[CH2:17][CH:18]3[CH:14]([CH2:13][N:12]([C:7]4[N:6]=[CH:5][C:4]5[C:9](=[CH:10][CH:11]=[C:2]([F:1])[CH:3]=5)[N:8]=4)[CH2:19]3)[CH2:15]2)=[O:25])[CH:27]=[CH:28][CH:29]=1. Procedure: The title compound was prepared in a manner analogous to Example 15, utilizing Intermediate 43 and 3-fluoro-2-(2H-1,2,3-triazol-2-yl)benzoic acid. MS (ESI): mass calculated for C23H19F2N7O, 447.16; m/z found 448.1 [M+H]+. 1H NMR (500 MHz, CDCl3): 8.99 (s, 1H), 7.77 (d, J=15.8, 2H), 7.61 (dd, J=11.0, 5.5, 1H), 7.53-7.43 (m, 2H), 7.37-7.29 (m, 2H), 7.24 (s, 1H), 3.93 (d, J=9.9, 1H), 3.79 (dd, J=12.3, 7.4, 2H), 3.71-3.62 (m, 1H), 3.62 (s, 3H), 3.20 (dd, J=11.0, 5.3, 1H), 3.12-2.98 (m, 2H).